This data is from the Open Reaction Database (ORD), a public repository of structured organic reaction records. The task is: describe an organic reaction: reactants, conditions, products, and yield Starting materials: [N+](=O)([O-])C(CCC)C(CCCCCC1=CC=CC=C1)=O (4-Nitro-10-phenyldecan-5-one), Cl (HCl), N#CN (cyanamide). The reagents and catalysts are [Pd] (palladium). The product is C1(=CC=CC=C1)CCCCCC=1N=C(NC1CCC)N (4-(5-phenylpentyl)-5-propyl-1H-imidazol-2-amine). Reaction SMILES: [N+:1]([CH:4]([C:8](=O)[CH2:9][CH2:10][CH2:11][CH2:12][CH2:13][C:14]1[CH:19]=[CH:18][CH:17]=[CH:16][CH:15]=1)[CH2:5][CH2:6][CH3:7])([O-])=O.Cl.[N:22]#[C:23][NH2:24]>[Pd]>[C:14]1([CH2:13][CH2:12][CH2:11][CH2:10][CH2:9][C:8]2[N:22]=[C:23]([NH2:24])[NH:1][C:4]=2[CH2:5][CH2:6][CH3:7])[CH:19]=[CH:18][CH:17]=[CH:16][CH:15]=1. Reported procedure: 4-Nitro-10-phenyldecan-5-one (0.084 g, 0.30 mmol) reacted with concentrated HCl (1.50 mmol) and palladium, 5 wt. % on activated carbon (0.129 g, 0.060 mmol) under H2, then reacted with cyanamide (0.064 g, 1.50 mmol) according to the general procedure. Purification by column chromatography gave 0.025 g (30%) over two steps as a yellow oil: 1H NMR (300 MHz, CD3OD) δ 7.20 (m, 2H), 7.15 (m, 3H), 2.60 (t, J=7.2 Hz, 2H), 2.40 (m, 4H), 1.56 (m, 6H), 1.30 (m, 2H), 0.92 (t, J=7.2 Hz, 3H) ppm; 13C NMR (10... The reactants are COc1ccnc(Cl)n1, O=[N+]([O-])c1ccc(N2CCNCC2)nc1, [Na+], [Na+], O=C([O-])[O-], O, O=S1(=O)CCCC1. Product: COc1ccnc(N2CCN(c3ccc([N+](=O)[O-])cn3)CC2)n1. RXN SMILES: [Cl:1][c:2]1[n:3][cH:4][cH:5][c:6]([O:8][CH3:9])[n:7]1.[N+:10](=[O:11])([O-:12])[c:13]1[cH:14][cH:15][c:16]([N:19]2[CH2:20][CH2:21][NH:22][CH2:23][CH2:24]2)[n:17][cH:18]1.[Na+:25].[Na+:26].[O-:27][C:28](=[O:29])[O-:30].[OH2:31].[S:32]1(=[O:33])(=[O:34])[CH2:35][CH2:36][CH2:37][CH2:38]1>>[c:2]1([N:22]2[CH2:21][CH2:20][N:19]([c:16]3[cH:15][cH:14][c:13]([N+:10](=[O:11])[O-:12])[cH:18][n:17]3)[CH2:24][CH2:23]2)[n:3][cH:4][cH:5][c:6]([O:8][CH3:9])[n:7]1. The reactants are CCOC(=O)c1ccc2cc(C3Cc4ccccc4C(C)(C)C3)ccc2c1, [CH2]C. The product is CC1(C)CC(c2ccc3cc(C(=O)O)ccc3c2)Cc2ccccc21. RXN SMILES: [CH2:1]([CH3:2])[O:3][C:4](=[O:5])[c:6]1[cH:7][c:8]2[cH:9][cH:10][c:11]([CH:16]3[CH2:17][C:18]([CH3:26])([CH3:27])[c:19]4[cH:20][cH:21][cH:22][cH:23][c:24]4[CH2:25]3)[cH:12][c:13]2[cH:14][cH:15]1.[CH2:28][CH3:29]>>[O:3]=[C:4]([OH:5])[c:6]1[cH:7][c:8]2[cH:9][cH:10][c:11]([CH:16]3[CH2:17][C:18]([CH3:26])([CH3:27])[c:19]4[cH:20][cH:21][cH:22][cH:23][c:24]4[CH2:25]3)[cH:12][c:13]2[cH:14][cH:15]1.